The task is: describe an organic reaction: reactants, conditions, products, and yield. This data is from the Open Reaction Database (ORD), a public repository of structured organic reaction records. The reactants are 80t, OC1=CC=C(C=C)C=C1 (4-hydroxystyrene), C(C(=C)C)(=O)OC(C)(C)C (t-butyl methacrylate), O1CCOCC1 (dioxane). Reagents/catalysts: N(=NC(C#N)(C)C)C(C#N)(C)C (azobisisobutyronitrile). Run in C=1(C(=CC=CC1)C)C (xylene). Yields the product OC1=CC=C(C=C)C=C1.C(C(=C)C)(=O)OC(C)(C)C (4-hydroxystyrene t-butyl methacrylate). The yield is 83.5%. Reaction SMILES: [OH:1][C:2]1[CH:9]=[CH:8][C:5]([CH:6]=[CH2:7])=[CH:4][CH:3]=1.[C:10]([O:15][C:16]([CH3:19])([CH3:18])[CH3:17])(=[O:14])[C:11]([CH3:13])=[CH2:12].O1CCOCC1>N(C(C)(C)C#N)=NC(C)(C)C#N.C1(C)C(C)=CC=CC=1>[OH:1][C:2]1[CH:9]=[CH:8][C:5]([CH:6]=[CH2:7])=[CH:4][CH:3]=1.[C:10]([O:15][C:16]([CH3:19])([CH3:18])[CH3:17])(=[O:14])[C:11]([CH3:13])=[CH2:12] |f:5.6|. Reported procedure: A 500-ml flask was charged with 72.1 g (0.60 mol) of 4-hydroxystyrene, 17.1 g (0.12 mol) of t-butyl methacrylate, 1.5 g (0.009 mol) of azobisisobutyronitrile and 150 ml of dioxane, and the mixture was stirred for 100 hours at 80t in a nitrogen gas stream. The resultant reaction mixture was poured into 5 liters of xylene, and precipitate formed was collected by filtration. The resultant precipitate was dissolved in 200 ml of diethyl ether, and the solution was poured into 3 liters of n-hexane to ...